From a dataset of the Open Reaction Database (ORD), a public repository of structured organic reaction records. describe an organic reaction: reactants, conditions, products, and yield Procedure: The title compound is prepared from cyclopropyl-[1-(3-isopropyl-[1,2,4]oxadiazol-5-yl)-piperidin-4-yl]-amine and 3-fluoro-4-oxazol-5-yl-benzoic acid following a procedure analogous to that described in Example 17. LC (method 1): tR=1.20 min; Mass spectrum (ESI+): m/z=440 [M+H]+. Product: C1(CC1)N(C(C1=CC(=C(C=C1)C1=CN=CO1)F)=O)C1CCN(CC1)C1=NC(=NO1)C(C)C (N-Cyclopropyl-3-fluoro-N-[1-(3-isopropyl-[1,2,4]oxadiazol-5-yl)-piperidin-4-yl]-4-oxazol-5-yl-benzamide). As a reaction SMILES: [CH:1]1([NH:4][CH:5]2[CH2:10][CH2:9][N:8]([C:11]3[O:15][N:14]=[C:13]([CH:16]([CH3:18])[CH3:17])[N:12]=3)[CH2:7][CH2:6]2)[CH2:3][CH2:2]1.[F:19][C:20]1[CH:21]=[C:22]([CH:26]=[CH:27][C:28]=1[C:29]1[O:33][CH:32]=[N:31][CH:30]=1)[C:23](O)=[O:24]>>[CH:1]1([N:4]([CH:5]2[CH2:10][CH2:9][N:8]([C:11]3[O:15][N:14]=[C:13]([CH:16]([CH3:18])[CH3:17])[N:12]=3)[CH2:7][CH2:6]2)[C:23](=[O:24])[C:22]2[CH:26]=[CH:27][C:28]([C:29]3[O:33][CH:32]=[N:31][CH:30]=3)=[C:20]([F:19])[CH:21]=2)[CH2:2][CH2:3]1. The reactants are C1(CC1)NC1CCN(CC1)C1=NC(=NO1)C(C)C (cyclopropyl-[1-(3-isopropyl-[1,2,4]oxadiazol-5-yl)-piperidin-4-yl]-amine), FC=1C=C(C(=O)O)C=CC1C1=CN=CO1 (3-fluoro-4-oxazol-5-yl-benzoic acid). Reactants: CNC1=C(C=CC=C1)C(CC1=NN=NN1C)=O (1-(2-methylaminophenyl)-2-(1-methyl-1H-tetrazol-5-yl)ethanone), C(=O)O (formic acid). The solvent is C(C)OCC (diethyl ether). Product: CN1C=C(C(C2=CC=CC=C12)=O)C1=NN=NN1C (1-methyl-3-(1-methyl-1H-tetrazol-5-yl)-4-quinolone). Reaction SMILES: [CH3:1][NH:2][C:3]1[CH:8]=[CH:7][CH:6]=[CH:5][C:4]=1[C:9](=[O:17])[CH2:10][C:11]1[N:15]([CH3:16])[N:14]=[N:13][N:12]=1.[CH:18](O)=O>C(OCC)C>[CH3:1][N:2]1[C:3]2[C:4](=[CH:5][CH:6]=[CH:7][CH:8]=2)[C:9](=[O:17])[C:10]([C:11]2[N:15]([CH3:16])[N:14]=[N:13][N:12]=2)=[CH:18]1. Procedure details: A mixture of 1-(2-methylaminophenyl)-2-(1-methyl-1H-tetrazol-5-yl)ethanone (0.2 g) and formic acid (5 ml) was heated on a steam bath for 16 hours. The mixture was cooled to ambient temperature and diluted with diethyl ether (80 ml). The resulting precipitate was collected and crystallised from industrial methylated spirit to give the novel compound 1-methyl-3-(1-methyl-1H-tetrazol-5-yl)-4-quinolone, m.p. 219°-221°, identical to the product of Example 1(a). Starting materials: COc1cc(N2CCC(N3CCN(C)CC3)CC2)ccc1Nc1ncc2ccc(Br)n2n1, CNC(=O)c1ccc(B(O)O)cc1. The product is CNC(=O)c1ccc(-c2ccc3cnc(Nc4ccc(N5CCC(N6CCN(C)CC6)CC5)cc4OC)nn23)cc1. Reaction SMILES: [Br:1][c:2]1[cH:3][cH:4][c:5]2[cH:6][n:7][c:8]([NH:11][c:12]3[c:13]([O:31][CH3:32])[cH:14][c:15]([N:18]4[CH2:19][CH2:20][CH:21]([N:24]5[CH2:25][CH2:26][N:27]([CH3:30])[CH2:28][CH2:29]5)[CH2:22][CH2:23]4)[cH:16][cH:17]3)[n:9][n:10]12.[CH3:33][NH:34][C:35](=[O:36])[c:37]1[cH:38][cH:39][c:40]([B:43]([OH:44])[OH:45])[cH:41][cH:42]1>>[c:2]1(-[c:40]2[cH:39][cH:38][c:37]([C:35]([NH:34][CH3:33])=[O:36])[cH:42][cH:41]2)[cH:3][cH:4][c:5]2[cH:6][n:7][c:8]([NH:11][c:12]3[c:13]([O:31][CH3:32])[cH:14][c:15]([N:18]4[CH2:19][CH2:20][CH:21]([N:24]5[CH2:25][CH2:26][N:27]([CH3:30])[CH2:28][CH2:29]5)[CH2:22][CH2:23]4)[cH:16][cH:17]3)[n:9][n:10]12. The reactants are ClCOC(NC1=CC(=CC=C1)C1=CC=2N=C(N=C(C2N=C1)N1CCOCC1)Cl)=O (chloromethyl(3-(2-chloro-4-morpholinopyrido[3,2-d]pyrimidin-7-yl)phenyl)carbamate), C(C)(=O)O (acetic acid), mercuric acetate. The solvent is C(Cl)(Cl)Cl (chloroform). Conditions: time 4 hour. Yields the product C(C)(=O)OCOC(NC1=CC(=CC=C1)C1=CC=2N=C(N=C(C2N=C1)N1CCOCC1)Cl)=O ((((3-(2-Chloro-4-morpholinopyrido[3,2-d]pyrimidin-7-yl)phenyl)carbamoyl)oxy)-methyl acetate). Yield: 87.0%. Reaction SMILES: Cl[CH2:2][O:3][C:4](=[O:29])[NH:5][C:6]1[CH:11]=[CH:10][CH:9]=[C:8]([C:12]2[CH:21]=[N:20][C:19]3[C:18]([N:22]4[CH2:27][CH2:26][O:25][CH2:24][CH2:23]4)=[N:17][C:16]([Cl:28])=[N:15][C:14]=3[CH:13]=2)[CH:7]=1.[C:30]([OH:33])(=[O:32])[CH3:31]>C(Cl)(Cl)Cl>[C:30]([O:33][CH2:2][O:3][C:4](=[O:29])[NH:5][C:6]1[CH:11]=[CH:10][CH:9]=[C:8]([C:12]2[CH:21]=[N:20][C:19]3[C:18]([N:22]4[CH2:23][CH2:24][O:25][CH2:26][CH2:27]4)=[N:17][C:16]([Cl:28])=[N:15][C:14]=3[CH:13]=2)[CH:7]=1)(=[O:32])[CH3:31]. Reported procedure: To a 100 mL round bottom flask, chloromethyl(3-(2-chloro-4-morpholinopyrido[3,2-d]pyrimidin-7-yl)phenyl)carbamate (1.2 g, 0.0028 mol) and acetic acid (20 mL) were added. To the reaction mixture was added mercuric acetate (0.968 g, 0.0031 mol) and the mixture was stirred at room temperature for 4 hours. The reaction mixture was diluted with chloroform and washed with water. The organic layer was washed with brine, dried over anhydrous sodium sulphate and evaporated under reduced pressure to provi...